describe an organic reaction: reactants, conditions, products, and yield From a dataset of the Open Reaction Database (ORD), a public repository of structured organic reaction records. Reactants: ClC1=CC=C(C(=O)OC)C=C1 (methyl 4-chlorobenzoate), C[Si]([O-])(C)C.[Na+] (sodium trimethylsilanolate). Run in C1(=CC=CC=C1)C (toluene). The product is ClC1=CC=C(C(=O)[O-])C=C1.[Na+] (Sodium 4-chlorobenzoate). Isolated yield 94.7%. Reaction SMILES: [Cl:1][C:2]1[CH:11]=[CH:10][C:5]([C:6]([O:8]C)=[O:7])=[CH:4][CH:3]=1.C[Si](C)(C)[O-].[Na+:17]>C1(C)C=CC=CC=1>[Cl:1][C:2]1[CH:11]=[CH:10][C:5]([C:6]([O-:8])=[O:7])=[CH:4][CH:3]=1.[Na+:17] |f:1.2,4.5|. Procedure: The procedure of Example 1 was followed using methyl 4-chlorobenzoate (4.55 g, 26.6 mmol), sodium trimethylsilanolate (2.99 g, 26.6 mmol), dry toluene (150 mL), and 4 h of heating at 80°. Sodium 4-chlorobenzoate (4.50 g, 86% yield) was isolated as a white solid: 1H NMR (D2O, DSS, 80 MHz) δ 7.65 ppm (ABq, Δν1-3 =29 Hz, J=8 Hz, Ar--H's, 4H). The reactants are N[C@H]1[C@@H]2N(C(=C(CS2)COC(CC(C)=O)=O)C(=O)O)C1=O (7β-amino-3-(3-oxobutyryloxy)methyl-3-cephem-4-carboxylic acid), C(O)([O-])=O.[Na+] (sodium hydrogen carbonate), SC1=NN=NN1C (5-mercapto-1-methyl-1H-tetrazole). The solvent is O (water). Run at temperature 60 celsius. Yields the product N[C@H]1[C@@H]2N(C(=C(CS2)CSC2=NN=NN2C)C(=O)O)C1=O (7β-amino-3-(1-methyl-1H-tetrazol-5-yl)thiomethyl-3-cephem-4-carboxylic acid). Yield: 82.3%. Reaction SMILES: [NH2:1][C@@H:2]1[C:20](=[O:21])[N:4]2[C:5]([C:17]([OH:19])=[O:18])=[C:6]([CH2:9]OC(=O)CC(=O)C)[CH2:7][S:8][C@H:3]12.C(=O)([O-])O.[Na+].[SH:27][C:28]1[N:32]([CH3:33])[N:31]=[N:30][N:29]=1>O>[NH2:1][C@@H:2]1[C:20](=[O:21])[N:4]2[C:5]([C:17]([OH:19])=[O:18])=[C:6]([CH2:9][S:27][C:28]3[N:32]([CH3:33])[N:31]=[N:30][N:29]=3)[CH2:7][S:8][C@H:3]12 |f:1.2|. Procedure details: In water (30 ml) were dissolved 7β-amino-3-(3-oxobutyryloxy)methyl-3-cephem-4-carboxylic acid (3.14 g), sodium hydrogen carbonate (1.84 g) and 5-mercapto-1-methyl-1H-tetrazole (1.4 g) and the solution was adjusted its pH to 5.5, followed by stirring and heating at 60° C. for one hour. After cooling, the reaction solution was washed with dichloromethane (20 ml) and the aqueous layer was adjusted to pH 3.3, followed by stirring for one hour under ice-cooling. The resultant precipitates were collec...